Dataset: the Open Reaction Database (ORD), a public repository of structured organic reaction records. Task: describe an organic reaction: reactants, conditions, products, and yield The reactants are BrC1=CC=C(C=C1)C1=C(C(=NO1)C)C(COCCC1=CC=CC=C1)O (1-[5-(4-bromo-phenyl)-3-methyl-isoxazol-4-yl]-2-phenethyloxy-ethanol), C(C)OC(=O)C1(CC1)C1=CC=C(C=C1)B1OC(C(O1)(C)C)(C)C (1-[4-(4,4,5,5-tetramethyl-[1,3,2]dioxaborolan-2-yl)-phenyl]-cyclopropanecarboxylic acid ethyl ester). Product: C(C)OC(=O)C1(CC1)C1=CC=C(C=C1)C1=CC=C(C=C1)C1=C(C(=NO1)C)C(COCCC1=CC=CC=C1)O (1-{4′-[4-(1-Hydroxy-2-phenethyloxy-ethyl)-3-methyl-isoxazol-5-yl]-biphenyl-4-yl}-cyclopropanecarboxylic acid ethyl ester). As a reaction SMILES: Br[C:2]1[CH:7]=[CH:6][C:5]([C:8]2[O:12][N:11]=[C:10]([CH3:13])[C:9]=2[CH:14]([OH:25])[CH2:15][O:16][CH2:17][CH2:18][C:19]2[CH:24]=[CH:23][CH:22]=[CH:21][CH:20]=2)=[CH:4][CH:3]=1.[CH2:26]([O:28][C:29]([C:31]1([C:34]2[CH:39]=[CH:38][C:37](B3OC(C)(C)C(C)(C)O3)=[CH:36][CH:35]=2)[CH2:33][CH2:32]1)=[O:30])[CH3:27]>>[CH2:26]([O:28][C:29]([C:31]1([C:34]2[CH:39]=[CH:38][C:37]([C:2]3[CH:7]=[CH:6][C:5]([C:8]4[O:12][N:11]=[C:10]([CH3:13])[C:9]=4[CH:14]([OH:25])[CH2:15][O:16][CH2:17][CH2:18][C:19]4[CH:24]=[CH:23][CH:22]=[CH:21][CH:20]=4)=[CH:4][CH:3]=3)=[CH:36][CH:35]=2)[CH2:32][CH2:33]1)=[O:30])[CH3:27]. Procedure: Prepared according to the procedure described in Example 2, using 1-[5-(4-bromo-phenyl)-3-methyl-isoxazol-4-yl]-2-phenethyloxy-ethanol and 1-[4-(4,4,5,5-tetramethyl-[1,3,2]dioxaborolan-2-yl)-phenyl]-cyclopropanecarboxylic acid ethyl ester. Reactants: [O-][n+]1c(CCCCCCCCCCCO)cc(OCc2ccccc2)c2ccccc21, ClCCl, O=[Cr](=O)([O-])Cl, c1cc[nH+]cc1. The product is O=CCCCCCCCCCCc1cc(OCc2ccccc2)c2ccccc2[n+]1[O-]. As a reaction SMILES: [CH2:1]([c:2]1[cH:3][cH:4][cH:5][cH:6][cH:7]1)[O:8][c:9]1[cH:10][c:11]([CH2:20][CH2:21][CH2:22][CH2:23][CH2:24][CH2:25][CH2:26][CH2:27][CH2:28][CH2:29][CH2:30][OH:31])[n+:12]([O-:19])[c:13]2[cH:14][cH:15][cH:16][cH:17][c:18]12.[Cl:43][CH2:44][Cl:45].[O:32]=[Cr:33]([Cl:34])([O-:35])=[O:36].[nH+:37]1[cH:38][cH:39][cH:40][cH:41][cH:42]1>>[CH2:1]([c:2]1[cH:3][cH:4][cH:5][cH:6][cH:7]1)[O:8][c:9]1[cH:10][c:11]([CH2:20][CH2:21][CH2:22][CH2:23][CH2:24][CH2:25][CH2:26][CH2:27][CH2:28][CH2:29][CH:30]=[O:31])[n+:12]([O-:19])[c:13]2[cH:14][cH:15][cH:16][cH:17][c:18]12. Reactants: CC(=O)NC(C)COc1cccc2ncnc(Nc3ccc(O)c(Cl)c3)c12, Cl, ClCc1ccccn1. Yields the product CC(=O)NC(C)COc1cccc2ncnc(Nc3ccc(OCc4ccccn4)c(Cl)c3)c12. RXN SMILES: [Cl:10][c:11]1[cH:12][c:13]([NH:18][c:19]2[n:20][cH:21][n:22][c:23]3[cH:24][cH:25][cH:26][c:27]([O:29][CH2:30][CH:31]([CH3:32])[NH:33][C:34]([CH3:35])=[O:36])[c:28]23)[cH:14][cH:15][c:16]1[OH:17].[ClH:1].[c:2]1([CH2:8][Cl:9])[cH:3][cH:4][cH:5][cH:6][n:7]1>>[c:2]1([CH2:8][O:17][c:16]2[c:11]([Cl:10])[cH:12][c:13]([NH:18][c:19]3[n:20][cH:21][n:22][c:23]4[cH:24][cH:25][cH:26][c:27]([O:29][CH2:30][CH:31]([CH3:32])[NH:33][C:34]([CH3:35])=[O:36])[c:28]34)[cH:14][cH:15]2)[cH:3][cH:4][cH:5][cH:6][n:7]1. Reactants: BrCc1ccccn1, Br, OCC1CC1c1cncc(OCc2ccccc2)c1, C1CCOC1, CCCC[N+](CCCC)(CCCC)CCCC, [Cl-], [H-], [I-], [NH4+], [Na+]. Yields the product c1ccc(COc2cncc(C3CC3COCc3ccccn3)c2)cc1. RXN SMILES: [Br:23][CH2:24][c:25]1[n:26][cH:27][cH:28][cH:29][cH:30]1.[BrH:22].[CH2:1]([c:2]1[cH:3][cH:4][cH:5][cH:6][cH:7]1)[O:8][c:9]1[cH:10][c:11]([CH:15]2[CH:16]([CH2:18][OH:19])[CH2:17]2)[cH:12][n:13][cH:14]1.[CH2:33]1[O:34][CH2:35][CH2:36][CH2:37]1.[CH2:39]([N+:40]([CH2:41][CH2:42][CH2:43][CH3:44])([CH2:45][CH2:46][CH2:47][CH3:48])[CH2:49][CH2:50][CH2:51][CH3:52])[CH2:53][CH2:54][CH3:55].[Cl-:31].[H-:20].[I-:38].[NH4+:32].[Na+:21]>>[CH2:1]([c:2]1[cH:3][cH:4][cH:5][cH:6][cH:7]1)[O:8][c:9]1[cH:10][c:11]([CH:15]2[CH:16]([CH2:18][O:19][CH2:24][c:25]3[n:26][cH:27][cH:28][cH:29][cH:30]3)[CH2:17]2)[cH:12][n:13][cH:14]1.